describe an organic reaction: reactants, conditions, products, and yield From a dataset of the Open Reaction Database (ORD), a public repository of structured organic reaction records. The reactants are IC1=CC=C(C=C1)C (p-iodotoluene), CC=1C=CC(NC1)=O (5-methyl-2-(1H)-pyridone). The product is CC=1C=CC(N(C1)C1=CC=C(C=C1)C)=O (5-Methyl-1-p-tolyl-2-(1H)-pyridone). Yield: 89.0%. Reaction SMILES: I[C:2]1[CH:7]=[CH:6][C:5]([CH3:8])=[CH:4][CH:3]=1.[CH3:9][C:10]1[CH:11]=[CH:12][C:13](=[O:16])[NH:14][CH:15]=1>>[CH3:9][C:10]1[CH:11]=[CH:12][C:13](=[O:16])[N:14]([C:2]2[CH:7]=[CH:6][C:5]([CH3:8])=[CH:4][CH:3]=2)[CH:15]=1. Procedure details: The reaction of p-iodotoluene with 5-methyl-2-(1H)-pyridone by the procedure of Example 1, affords 5-Methyl-1-p-tolyl-2-(1H)-pyridone in 89% yield. Starting materials: C(CCCC)C1=CC=C(C=C1)C=1N=CC(=NC1)O (5-(4-pentylphenyl)-2-pyrazinol), C(CC)C1=CC=C(C(=O)O)C=C1 (4-propyl benzoic acid), O=S(Cl)Cl (SOCl2). Run in N1=CC=CC=C1 (pyridine). Conditions: time 2 hour. Yields the product C(CC)C1=CC=C(C(=O)OC2=NC=C(N=C2)C2=CC=C(C=C2)CCCCC)C=C1 (5-(4-pentylphenyl)-pyrazin-2-yl 4-propylbenzoate). Reaction SMILES: [CH2:1]([C:4]1[CH:12]=[CH:11][C:7]([C:8]([OH:10])=[O:9])=[CH:6][CH:5]=1)[CH2:2][CH3:3].O=S(Cl)Cl.[CH2:17]([C:22]1[CH:27]=[CH:26][C:25]([C:28]2[N:29]=[CH:30][C:31](O)=[N:32][CH:33]=2)=[CH:24][CH:23]=1)[CH2:18][CH2:19][CH2:20][CH3:21]>N1C=CC=CC=1>[CH2:1]([C:4]1[CH:12]=[CH:11][C:7]([C:8]([O:10][C:31]2[CH:30]=[N:29][C:28]([C:25]3[CH:26]=[CH:27][C:22]([CH2:17][CH2:18][CH2:19][CH2:20][CH3:21])=[CH:23][CH:24]=3)=[CH:33][N:32]=2)=[O:9])=[CH:6][CH:5]=1)[CH2:2][CH3:3]. Procedure details: 16.4 g of 4-propyl benzoic acid are boiled for hour with 24 g of SOCl2, which is followed by evaporating, dissolving the acid chloride obtained in 150 ml of toluene, adding 8 ml of pyridine and 24.2 g of 5-(4-pentylphenyl)-2-pyrazinol (obtainable analogously to Japanese Preliminary Published Application 144,770/84) and boiling for 2 hours. Cooling down and customary working up gives 5-(4-pentylphenyl)-pyrazin-2-yl 4-propylbenzoate.